From a dataset of the Open Reaction Database (ORD), a public repository of structured organic reaction records. describe an organic reaction: reactants, conditions, products, and yield Reactants: [BH4-], O=Cc1cc(Br)ccc1F, CO, Cl, [Na+]. The product is OCc1cc(Br)ccc1F. RXN SMILES: [BH4-:11].[Br:1][c:2]1[cH:3][cH:4][c:5]([F:10])[c:6]([CH:7]=[O:8])[cH:9]1.[CH3:13][OH:14].[ClH:15].[Na+:12]>>[Br:1][c:2]1[cH:3][cH:4][c:5]([F:10])[c:6]([CH2:7][OH:8])[cH:9]1. The reactants are C(C)(C)(C)OC(=O)N[C@H](C(=O)N1[C@@H](CC=2C1=NC=CC2)C(=O)OCC)C2CCOCC2 ((S)-ethyl 1-((S)-2-(tert-butoxycarbonylamino)-2-(tetrahydro-2H-pyran-4-yl)acetyl)-2,3-dihydro-1H-pyrrolo[2,3-b]pyridine-2-carboxylate), C(=O)(C(F)(F)F)O (TFA). Solvent: C(Cl)Cl (DCM). Conditions: time 2 hour. The product is N[C@H](C(=O)N1[C@@H](CC=2C1=NC=CC2)C(=O)OCC)C2CCOCC2 ((S)-ethyl 1-((S)-2-amino-2-(tetrahydro-2H-pyran-4-yl)acetyl)-2,3-dihydro-1H-pyrrolo[2,3-b]pyridine-2-carboxylate). The yield is 82.8%. As a reaction SMILES: C(OC([NH:8][C@@H:9]([CH:26]1[CH2:31][CH2:30][O:29][CH2:28][CH2:27]1)[C:10]([N:12]1[C:16]2=[N:17][CH:18]=[CH:19][CH:20]=[C:15]2[CH2:14][C@H:13]1[C:21]([O:23][CH2:24][CH3:25])=[O:22])=[O:11])=O)(C)(C)C.C(O)(C(F)(F)F)=O>C(Cl)Cl>[NH2:8][C@@H:9]([CH:26]1[CH2:31][CH2:30][O:29][CH2:28][CH2:27]1)[C:10]([N:12]1[C:16]2=[N:17][CH:18]=[CH:19][CH:20]=[C:15]2[CH2:14][C@H:13]1[C:21]([O:23][CH2:24][CH3:25])=[O:22])=[O:11]. Procedure: In a 100 mL round-bottomed flask, (S)-ethyl 1-((S)-2-(tert-butoxycarbonylamino)-2-(tetrahydro-2H-pyran-4-yl)acetyl)-2,3-dihydro-1H-pyrrolo[2,3-b]pyridine-2-carboxylate (220 mg, 507 μmol, Eq: 1.00) was combined with DCM (10 mL) to give a colorless solution. TFA (5 mL, 64.9 mmol, Eq: 128) was added and the reaction was stirred at rt for 2 h. The reaction mixture was concentrated in vacuo and the residue was treated with saturated aqueous NaHCO3 (10 mL). The resulting mixture was extracted with DCM... Starting materials: Cl (HCl), ClC1=CC(=C(N)C=C1[N+](=O)[O-])F (4-chloro-2-fluoro-5-nitroaniline), C(=O)(Cl)Cl (phosgene), C(=O)(Cl)Cl (phosgene). Run in C1(=CC=CC=C1)C (toluene). Reaction conditions: temperature 85 celsius. Yields the product ClC1=CC(=C(C=C1[N+](=O)[O-])N=C=O)F (4-chloro-2-fluoro-5-nitrophenyl isocyanate). The yield is 37.7%. RXN SMILES: Cl.[Cl:2][C:3]1[C:9]([N+:10]([O-:12])=[O:11])=[CH:8][C:6]([NH2:7])=[C:5]([F:13])[CH:4]=1.[C:14](Cl)(Cl)=[O:15]>C1(C)C=CC=CC=1>[Cl:2][C:3]1[C:9]([N+:10]([O-:12])=[O:11])=[CH:8][C:6]([N:7]=[C:14]=[O:15])=[C:5]([F:13])[CH:4]=1. Reported procedure: Dry HCl gas is passed into a solution of 66.7 g (0.35 mol) of 4-chloro-2-fluoro-5-nitroaniline in 1180 ml of toluene at 0° to 5° C. until the solution is saturated. 34.7 g (0.35 ml) of phosgene are subsequently metered in, and the mixture is heated slowly at 85° C. After a further 17.3 g (0.175 mol) of phosgene have been added and the mixture has been heated at 85° C. (1 h), the batch is flushed with nitrogen until free from phosgene and cooled. Removal of the precipitate by filtration and conce...